This data is from the Open Reaction Database (ORD), a public repository of structured organic reaction records. The task is: describe an organic reaction: reactants, conditions, products, and yield Reactants: CCOC(C)=O, N#Cc1ccc(Cl)c([N+](=O)[O-])c1, [Na+], CN(C)C=O, [S-]c1ccccc1. Product: N#Cc1ccc(Sc2ccccc2)c([N+](=O)[O-])c1. RXN SMILES: [CH3:26][CH2:27][O:28][C:29]([CH3:30])=[O:31].[Cl:9][c:10]1[c:11]([N+:18](=[O:19])[O-:20])[cH:12][c:13]([C:14]#[N:15])[cH:16][cH:17]1.[Na+:8].[O:21]=[CH:22][N:23]([CH3:24])[CH3:25].[c:1]1([S-:7])[cH:2][cH:3][cH:4][cH:5][cH:6]1>>[c:1]1([S:7][c:10]2[c:11]([N+:18](=[O:19])[O-:20])[cH:12][c:13]([C:14]#[N:15])[cH:16][cH:17]2)[cH:2][cH:3][cH:4][cH:5][cH:6]1. Starting materials: CCOC(=O)c1cccc(N)c1, COc1ccc2c(c1)CCn1c-2cc(Cl)nc1=O. Yields the product CCOC(=O)c1cccc(Nc2cc3n(c(=O)n2)CCc2cc(OC)ccc2-3)c1. RXN SMILES: [CH2:19]([CH3:20])[O:21][C:22]([c:23]1[cH:24][c:25]([NH2:29])[cH:26][cH:27][cH:28]1)=[O:30].[Cl:1][c:2]1[n:3][c:4](=[O:18])[n:5]2[c:6]([cH:17]1)-[c:7]1[cH:8][cH:9][c:10]([O:15][CH3:16])[cH:11][c:12]1[CH2:13][CH2:14]2>>[c:2]1([NH:29][c:25]2[cH:24][c:23]([C:22]([O:21][CH2:19][CH3:20])=[O:30])[cH:28][cH:27][cH:26]2)[n:3][c:4](=[O:18])[n:5]2[c:6]([cH:17]1)-[c:7]1[cH:8][cH:9][c:10]([O:15][CH3:16])[cH:11][c:12]1[CH2:13][CH2:14]2. Reactants: ClC1=CC(=NC=2N1N=C(C2)C)NC(C2=CC=C(C=C2)C(C)(C)O)=O (N-(7-chloro-2-methylpyrazolo[1,5-a]pyrimidin-5-yl)-4-(2-hydroxypropan-2-yl)benzamide), CC(C(O)C1CCNCC1)C (2-methyl-1-(piperidin-4-yl)propan-1-ol). The reagents and catalysts are CS(=O)C (DMSO). The solvent is O1CCOCC1 (Dioxane), CO (methanol). Yields the product OC(C(C)C)C1CCN(CC1)C1=CC(=NC=2N1N=CC2)NC(C2=CC=C(C=C2)C(C)(C)O)=O (N-(7-(4-(1-hydroxy-2-methylpropyl)piperidin-1-yl)pyrazolo[1,5-a]pyrimidin-5-yl)-4-(2-hydroxypropan-2-yl)benzamide). The yield is 21.6%. Reaction SMILES: Cl[C:2]1[N:7]2[N:8]=[C:9](C)[CH:10]=[C:6]2[N:5]=[C:4]([NH:12][C:13](=[O:24])[C:14]2[CH:19]=[CH:18][C:17]([C:20]([OH:23])([CH3:22])[CH3:21])=[CH:16][CH:15]=2)[CH:3]=1.[CH3:25][CH:26]([CH3:35])[CH:27]([CH:29]1[CH2:34][CH2:33][NH:32][CH2:31][CH2:30]1)[OH:28]>O1CCOCC1.CS(C)=O.CO>[OH:28][CH:27]([CH:29]1[CH2:30][CH2:31][N:32]([C:2]2[N:7]3[N:8]=[CH:9][CH:10]=[C:6]3[N:5]=[C:4]([NH:12][C:13](=[O:24])[C:14]3[CH:15]=[CH:16][C:17]([C:20]([OH:23])([CH3:21])[CH3:22])=[CH:18][CH:19]=3)[CH:3]=2)[CH2:33][CH2:34]1)[CH:26]([CH3:35])[CH3:25]. Reported procedure: A solution of N-(7-chloropyrazolo[1,5-a]pyrimidin-5-yl)-4-(2-hydroxypropan-2-yl)benzamide (2D, 200 mg, 0.604 mmol) and 2-methyl-1-(piperidin-4-yl)propan-1-ol (142 mg, 0.604 mmol) in Dioxane (6 mL) was stirred at 85° C. overnight. After cooling to room temperature, the mixture was diluted with a few drops of DMSO and methanol, and was then purified by preparatory HPLC, 5-95% (MeCN/H2O gradient+0.01% TFA). Lyophilization of the combined fractions gave the titled compound as a yellow solid (59 mg, ... Reactants: C[O-].[Na+] (sodium methoxide), NC1=C2N=C(C(=NC2=CC(=C1Cl)Cl)Cl)Cl (5-amino-2,3,6,7-tetrachloroquinoxaline), CO (methanol). The product is NC1=C2N=C(C(=NC2=CC(=C1Cl)Cl)OC)OC (5-amino-6,7-dichloro-2,3-dimethoxy-quinoxaline). The yield is 79.0%. RXN SMILES: [CH3:1][O-:2].[Na+].[NH2:4][C:5]1[C:14]([Cl:15])=[C:13]([Cl:16])[CH:12]=[C:11]2[C:6]=1[N:7]=[C:8](Cl)[C:9](Cl)=[N:10]2.[CH3:19][OH:20]>>[NH2:4][C:5]1[C:14]([Cl:15])=[C:13]([Cl:16])[CH:12]=[C:11]2[C:6]=1[N:7]=[C:8]([O:20][CH3:19])[C:9]([O:2][CH3:1])=[N:10]2 |f:0.1|. Procedure: A solution of sodium methoxide (25% solution in methanol, 274 ml, 1.28 mol) was added to a suspension of 5-amino-2,3,6,7-tetrachloroquinoxaline (72.4 g, 0.256 mol) in dry methanol (1 l) and the resulting mixture was heated at reflux for 30 minutes. The mixture was cooled, concentrated under reduced pressure, and the residue partitioned between water and ethyl acetate (total of 8 l). The organic solution was dried (MgSO4) and concentrated under reduced pressure. The crude product was purified by ... Reactants: COc1ccc(-c2c(C)c3c(n2-c2ccccc2Cl)CCN(C2CCCCC2OCc2ccccc2)C3=O)cc1, NC1CCCCC1OCc1ccccc1, ClCCl, C[Si](C)(C)I. Product: COc1ccc(-c2c(C)c3c(n2-c2ccccc2Cl)CCN(C2CCCCC2O)C3=O)cc1. As a reaction SMILES: [CH2:1]([c:2]1[cH:3][cH:4][cH:5][cH:6][cH:7]1)[O:8][CH:9]1[CH:10]([N:15]2[C:16](=[O:40])[c:17]3[c:18]([n:21](-[c:33]4[c:34]([Cl:39])[cH:35][cH:36][cH:37][cH:38]4)[c:22](-[c:25]4[cH:26][cH:27][c:28]([O:31][CH3:32])[cH:29][cH:30]4)[c:23]3[CH3:24])[CH2:19][CH2:20]2)[CH2:11][CH2:12][CH2:13][CH2:14]1.[CH2:41]([O:42][CH:43]1[CH2:44][CH2:45][CH2:46][CH2:47][CH:48]1[NH2:49])[c:50]1[cH:51][cH:52][cH:53][cH:54][cH:55]1.[CH2:61]([Cl:62])[Cl:63].[CH3:56][Si:57]([I:58])([CH3:59])[CH3:60]>>[OH:8][CH:9]1[CH:10]([N:15]2[C:16](=[O:40])[c:17]3[c:18]([n:21](-[c:33]4[c:34]([Cl:39])[cH:35][cH:36][cH:37][cH:38]4)[c:22](-[c:25]4[cH:26][cH:27][c:28]([O:31][CH3:32])[cH:29][cH:30]4)[c:23]3[CH3:24])[CH2:19][CH2:20]2)[CH2:11][CH2:12][CH2:13][CH2:14]1. The reactants are C(C)(C)(C)OC(=O)N([C@H]1CN(CCC1)C(=O)OCC1=CC=CC=C1)C ((R)-benzyl 3-(tert-butoxycarbonyl(methyl)amino)piperidine-1-carboxylate). Reagents/catalysts: [Pd] (Pd on activated carbon). The solvent is CO (methanol), CCO (EtOH). Conditions: time 1 hour. Yields the product CN(C(OC(C)(C)C)=O)[C@H]1CNCCC1 ((R)-tert-butyl methyl(piperidin-3-yl)carbamate). Yield: 81.6%. Reaction SMILES: [C:1]([O:5][C:6]([N:8]([CH3:25])[C@@H:9]1[CH2:14][CH2:13][CH2:12][N:11](C(OCC2C=CC=CC=2)=O)[CH2:10]1)=[O:7])([CH3:4])([CH3:3])[CH3:2]>CO.CCO.[Pd]>[CH3:25][N:8]([C@@H:9]1[CH2:14][CH2:13][CH2:12][NH:11][CH2:10]1)[C:6](=[O:7])[O:5][C:1]([CH3:4])([CH3:2])[CH3:3]. Procedure: A solution of (R)-benzyl 3-(tert-butoxycarbonyl(methyl)amino)piperidine-1-carboxylate (4.00 g, 11.5 mmol) in methanol (10 mL) was slowly added to a suspension of 5% Pd on activated carbon (2.44 g, 1.15 mmol) in EtOH (20 mL). The reaction mixture was evacuated and back filled with N2 (3 cycles). The reaction vessel was then evacuated and back filled with H2 (3 cycles) using a H2 balloon. The mixture was stirred under H2 atmosphere for 1 hour and filtered through a pad of celite, washing with addi... Starting materials: CC(C)(C)OC(=O)NCCCCNC1CCOc2cccnc21, CC(C)(C)OC(=O)n1c(CCl)nc2ccccc21, CC#N, CCN(C(C)C)C(C)C, [I-], [K+]. Product: CC(C)(C)OC(=O)NCCCCN(Cc1nc2ccccc2n1C(=O)OC(C)(C)C)C1CCOc2cccnc21. Reaction SMILES: [C:1]([CH3:2])([CH3:3])([CH3:4])[O:5][C:6]([NH:7][CH2:8][CH2:9][CH2:10][CH2:11][NH:12][CH:13]1[CH2:14][CH2:15][O:16][c:17]2[c:18]1[n:19][cH:20][cH:21][cH:22]2)=[O:23].[C:33]([CH3:34])([CH3:35])([CH3:36])[O:37][C:38](=[O:39])[n:40]1[c:41]([CH2:49][Cl:50])[n:42][c:43]2[c:44]1[cH:45][cH:46][cH:47][cH:48]2.[CH3:53][C:54]#[N:55].[CH:24]([N:25]([CH2:26][CH3:27])[CH:28]([CH3:29])[CH3:30])([CH3:31])[CH3:32].[I-:52].[K+:51]>>[C:1]([CH3:2])([CH3:3])([CH3:4])[O:5][C:6]([NH:7][CH2:8][CH2:9][CH2:10][CH2:11][N:12]([CH:13]1[CH2:14][CH2:15][O:16][c:17]2[c:18]1[n:19][cH:20][cH:21][cH:22]2)[CH2:49][c:41]1[n:40]([C:38]([O:37][C:33]([CH3:34])([CH3:35])[CH3:36])=[O:39])[c:44]2[c:43]([n:42]1)[cH:48][cH:47][cH:46][cH:45]2)=[O:23].